This data is from the Open Reaction Database (ORD), a public repository of structured organic reaction records. The task is: describe an organic reaction: reactants, conditions, products, and yield Reactants: [C-]#N.[Na+] (NaCN), S(=O)(=O)(C1=CC=C(C)C=C1)Cl (Tosyl chloride), CC1=C(C(=NC=C1)N)C (dimethyl-aminopyridine), [Si](C)(C)(C(C)(C)C)O[C@@H]1[C@@H]2CC[C@@H]([C@]2(CCC1)C)[C@@H](CO)C ((S)-2-[(1R,3aR,4S,7aR)-4-(tert-Butyl-dimethylsilanyloxy)-7a-methyl-octahydro-inden-1-yl]-propan-1-ol). Run in ClCCl (dichloromethane), O (water). Conditions: temperature 90 celsius, time 2 hour. Product: [Si](C)(C)(C(C)(C)C)O[C@@H]1[C@@H]2CC[C@@H]([C@]2(CCC1)C)[C@@H](CC=O)C ((R)-3-[(1R,3aR,4S,7aR)-4(tert-Butyl-dimethylsilanyloxy)-7a-methyl-octahydro-inden-1-yl]-butan-1-al). RXN SMILES: [Si:1]([O:8][C@H:9]1[CH2:17][CH2:16][CH2:15][C@@:14]2([CH3:18])[C@H:10]1[CH2:11][CH2:12][C@@H:13]2[C@H:19]([CH3:22])CO)([C:4]([CH3:7])([CH3:6])[CH3:5])([CH3:3])[CH3:2].S(Cl)(C1C=CC(C)=CC=1)(=O)=[O:24].CC1C=CN=C(N)[C:36]=1[CH3:42].[C-]#N.[Na+]>ClCCl.O>[Si:1]([O:8][C@H:9]1[CH2:17][CH2:16][CH2:15][C@@:14]2([CH3:18])[C@H:10]1[CH2:11][CH2:12][C@@H:13]2[C@H:19]([CH3:22])[CH2:42][CH:36]=[O:24])([C:4]([CH3:5])([CH3:6])[CH3:7])([CH3:2])[CH3:3] |f:3.4|. Procedure: The compound (S)-2-[(1R,3aR,4S,7aR)-4-(tert-Butyl-dimethylsilanyloxy)-7a-methyl-octahydro-inden-1-yl]-propan-1-ol (5.00 g; 15.31 mmol) is dissolved in dichloromethane (75 ml) at room temperature. Tosyl chloride (8.76 g; 45.93 mmol; 3 equivalents) and dimethyl-aminopyridine (5.61 g; 45.93 mmol; 3 equivalents) are added. The mixture is allowed to react over night. The reaction mixture is poured on brine and extracted with ethyl-acetate. The organic phase is dried over sodium sulfate and the solven... The reactants are C1CCNCC1, ClCCl, O=Cc1ccc(-c2cccc(I)c2)o1, O=C1CNC(=S)N1CCc1c[nH]cn1. RXN SMILES: [CH2:29]1[CH2:30][CH2:31][NH:32][CH2:33][CH2:34]1.[Cl:35][CH2:36][Cl:37].[I:1][c:2]1[cH:3][c:4](-[c:8]2[cH:9][cH:10][c:11]([CH:13]=[O:14])[o:12]2)[cH:5][cH:6][cH:7]1.[nH:15]1[cH:16][n:17][c:18]([CH2:20][CH2:21][N:22]2[C:23](=[S:28])[NH:24][CH2:25][C:26]2=[O:27])[cH:19]1>>[I:1][c:2]1[cH:3][c:4](-[c:8]2[cH:9][cH:10][c:11]([CH:13]=[C:25]3[NH:24][C:23](=[S:28])[N:22]([CH2:21][CH2:20][c:18]4[n:17][cH:16][nH:15][cH:19]4)[C:26]3=[O:27])[o:12]2)[cH:5][cH:6][cH:7]1. Yields the product O=C1C(=Cc2ccc(-c3cccc(I)c3)o2)NC(=S)N1CCc1c[nH]cn1.